From a dataset of the Open Reaction Database (ORD), a public repository of structured organic reaction records. describe an organic reaction: reactants, conditions, products, and yield Reactants: FC1=CC=C(C=C1)N1C=C(C(C2=CC(=C(N=C12)C1CC(CC1)N)F)=O)C(=O)O (1-p-fluorophenyl-6-fluoro-1,4-dihydro-4-oxo-7-(3-aminocyclopentyl)-1,8-naphthyridine-3-carboxylic acid), C1(CC1)N1C=C(C(C2=CC(=C(N=C12)C1CC(CC1)N)F)=O)C(=O)O (1-Cyclopropyl-6-fluoro-1,4-dihydro-4-oxo-7-(3-aminocyclopentyl)-1,8-naphthyridine-3-carboxylic acid), C(C1=CC=CC=C1)=O (benzaldehyde). The solvent is C1(=CC=CC=C1)C (toluene). Yields the product C1(CC1)N1C=C(C(C2=CC(=C(N=C12)C1CC(CC1)=NC1=CC=CC=C1)F)=O)C(=O)O (1-Cyclopropyl-6-fluoro-1,4-dihydro-4-oxo-7-(3-phenyliminocyclopentyl)-1,8-naphthyridine-3-carboxylic acid). Reaction SMILES: F[C:2]1[CH:7]=[CH:6][C:5](N2C3C(=CC(F)=C(C4CCC(N)C4)N=3)C(=O)C(C(O)=O)=C2)=[CH:4][CH:3]=1.[CH:29]1([N:32]2[C:41]3[C:36](=[CH:37][C:38]([F:48])=[C:39]([CH:42]4[CH2:46][CH2:45][CH:44]([NH2:47])[CH2:43]4)[N:40]=3)[C:35](=[O:49])[C:34]([C:50]([OH:52])=[O:51])=[CH:33]2)[CH2:31][CH2:30]1.C(=O)C1C=CC=CC=1>C1(C)C=CC=CC=1>[CH:29]1([N:32]2[C:41]3[C:36](=[CH:37][C:38]([F:48])=[C:39]([CH:42]4[CH2:46][CH2:45][C:44](=[N:47][C:2]5[CH:7]=[CH:6][CH:5]=[CH:4][CH:3]=5)[CH2:43]4)[N:40]=3)[C:35](=[O:49])[C:34]([C:50]([OH:52])=[O:51])=[CH:33]2)[CH2:30][CH2:31]1. Procedure details: In a round-bottomed flask equipped with a magnetic stirring bar are placed 2 grams of (I) the product of Example 2 (Z= ##STR31## A=N, R=cyclopropyl, R3 =H, R1 =OH), 20 ml of toluene, and 1.5 ml of benzaldehyde. The system is equipped with a Dean-Stark trap containing four angstrom molecular sieves. The reaction mixture is heated at reflux for one day and cooled to room temperature. The solid imine (I) Z= ##STR32## A=N, R=cyclopropyl, R3 =H, R1 =OH) is collected by suction filtration. Reactants: C(C)(C)(C)OC(N(C)C1CCN(CC1)CC)=O ((1-ethylpiperidin-4-yl)-methylcarbamic acid tert-butyl ester), C(=O)(C(F)(F)F)O (TFA). Solvent: ClCCl (dichloromethane). The product is C(C)N1CCC(CC1)NC ((1-Ethyl-piperidin-4-yl)-methylamine). Isolated yield 93.0%. RXN SMILES: C(O[C:6](=O)[N:7]([CH:9]1[CH2:14][CH2:13][N:12]([CH2:15][CH3:16])[CH2:11][CH2:10]1)C)(C)(C)C.C(O)(C(F)(F)F)=O>ClCCl>[CH2:15]([N:12]1[CH2:13][CH2:14][CH:9]([NH:7][CH3:6])[CH2:10][CH2:11]1)[CH3:16]. Procedure details: To a solution of (1-ethylpiperidin-4-yl)-methylcarbamic acid tert-butyl ester (1.65 g, 6.8 mmol) in dichloromethane (15 mL) was added TFA (5 mL). After 1 hour at ambient temperature the reaction mixture was concentrated in-vacuo and the residue loaded onto a 70 g SCX-2 cartridge which was washed with methanol, then 2N ammonia in methanol. Concentration of the combined basic fractions in-vacuo afforded the title compound as an orange oil (900 mg, 94%). 1H NMR (300 MHz, CD3OD): 2.95 (d, J=11.6 Hz,... Starting materials: C(C)OC1=CC=C(C(=O)Cl)C=C1 (4-ethoxybenzoyl chloride), 1B, C(#N)C=1C=C(C(=O)NC=2C(=CC=CC2)N)C=CC1 (N1-(3-cyanobenzoyl)-1,2-benzenediamine). Solvent: C(C)N(CC)CC (triethylamine). Yields the product C(#N)C=1C=C(C(=O)NC=2C(=CC=CC2)NC(C2=CC=C(C=C2)OCC)=O)C=CC1 (N1-(3-cyanobenzoyl)-N2-(4-ethoxybenzoyl)-1,2-benzenediamine), solid. Isolated yield 39.0%. As a reaction SMILES: [C:1]([C:3]1[CH:4]=[C:5]([CH:16]=[CH:17][CH:18]=1)[C:6]([NH:8][C:9]1[C:10]([NH2:15])=[CH:11][CH:12]=[CH:13][CH:14]=1)=[O:7])#[N:2].[CH2:19]([O:21][C:22]1[CH:30]=[CH:29][C:25]([C:26](Cl)=[O:27])=[CH:24][CH:23]=1)[CH3:20]>C(N(CC)CC)C>[C:1]([C:3]1[CH:4]=[C:5]([CH:16]=[CH:17][CH:18]=1)[C:6]([NH:8][C:9]1[C:10]([NH:15][C:26](=[O:27])[C:25]2[CH:24]=[CH:23][C:22]([O:21][CH2:19][CH3:20])=[CH:30][CH:29]=2)=[CH:11][CH:12]=[CH:13][CH:14]=1)=[O:7])#[N:2]. Reported procedure: Using a procedure similar to 1B except starting with N1-(3-cyanobenzoyl)-1,2-benzenediamine, 4-ethoxybenzoyl chloride and triethylamine as base, the title compound was obtained as a white solid (39%); mp: 168-9° C.; IR(KBr): 1645, 1672, 2231, 3377 cm−1; MS(FD): 385(M+). NMR(300 MHz, DMSO-d6): δ1.31 (t, 3 H); 4.07 (quartet, 2 H); 7.03 (d, 2 H); 7.30 (m, 2 H); 7.60 (m, 2 H); 7.72 (t, 1 H); 7.91 (d, 2 H); 8.04 (d, 2 H); 8.21 (d, 1 H); 8.35 (s, 1 H) Starting materials: NCCc1ccccc1, COc1cccc(C=O)c1OCCCN1CCOCC1, Cc1ccccc1. Product: COc1cccc(C=NCCc2ccccc2)c1OCCCN1CCOCC1. Reaction SMILES: [CH2:21]([CH2:22][c:23]1[cH:24][cH:25][cH:26][cH:27][cH:28]1)[NH2:29].[CH3:1][O:2][c:3]1[c:4]([O:11][CH2:12][CH2:13][CH2:14][N:15]2[CH2:16][CH2:17][O:18][CH2:19][CH2:20]2)[c:5]([CH:6]=[O:7])[cH:8][cH:9][cH:10]1.[CH3:30][c:31]1[cH:32][cH:33][cH:34][cH:35][cH:36]1>>[CH3:1][O:2][c:3]1[c:4]([O:11][CH2:12][CH2:13][CH2:14][N:15]2[CH2:16][CH2:17][O:18][CH2:19][CH2:20]2)[c:5]([CH:6]=[N:29][CH2:21][CH2:22][c:23]2[cH:24][cH:25][cH:26][cH:27][cH:28]2)[cH:8][cH:9][cH:10]1. Solvent: CC(C)O (2-propanol). Conditions: temperature 85 celsius, time 30 minute. Reactants: ClC1=NC=C(C(=N1)N[C@H]1[C@H]([C@@H]2C=C[C@H]1C2)C(=O)N)Cl ((1S,2S,3R,4R)-3-(2,5-Dichloropyrimidin-4-ylamino)bicyclo[2.2.1]hept-5-ene-2-carboxamide), NC=1C=NN(C1)C[C@@H]1N(CCC1)C(=O)OC(C)(C)C ((R)-tert-butyl 2-((4-amino-1H-pyrazol-1-yl)methyl)pyrrolidine-1-carboxylate), Cl (HCl), O1CCOCC1 (dioxane). Procedure: (1S,2S,3R,4R)-3-(2,5-Dichloropyrimidin-4-ylamino)bicyclo[2.2.1]hept-5-ene-2-carboxamide (100 mg, 0.334 mmol) and (R)-tert-butyl 2-((4-amino-1H-pyrazol-1-yl)methyl)pyrrolidine-1-carboxylate (116 mg, 0.435 mmol) were combined with 2-propanol (2 ml) and 4N HCl in dioxane (0.084 ml, 0.334 mmol) in a sealed tube and the reaction was heated to 85° C. for 4 hours. The reaction mixture was concentrated to dryness, and the residue was treated with trifluoroacetic acid (3 mL). After stirring at room tempe... RXN SMILES: Cl[C:2]1[N:7]=[C:6]([NH:8][C@@H:9]2[C@@H:14]3[CH2:15][C@@H:11]([CH:12]=[CH:13]3)[C@@H:10]2[C:16]([NH2:18])=[O:17])[C:5]([Cl:19])=[CH:4][N:3]=1.[NH2:20][C:21]1[CH:22]=[N:23][N:24]([CH2:26][C@H:27]2[CH2:31][CH2:30][CH2:29][N:28]2C(OC(C)(C)C)=O)[CH:25]=1.Cl.O1CCOCC1>CC(O)C>[Cl:19][C:5]1[C:6]([NH:8][C@@H:9]2[C@@H:14]3[CH2:15][C@@H:11]([CH:12]=[CH:13]3)[C@@H:10]2[C:16]([NH2:18])=[O:17])=[N:7][C:2]([NH:20][C:21]2[CH:22]=[N:23][N:24]([CH2:26][C@H:27]3[CH2:31][CH2:30][CH2:29][NH:28]3)[CH:25]=2)=[N:3][CH:4]=1. Product: ClC=1C(=NC(=NC1)NC=1C=NN(C1)C[C@@H]1NCCC1)N[C@H]1[C@H]([C@@H]2C=C[C@H]1C2)C(=O)N ((1S,2S,3R,4R)-3-{[5-chloro-2-({1-[(2R)-pyrrolidin-2-ylmethyl]-1H-pyrazol-4-yl}amino)pyrimidin-4-yl]amino}bicyclo[2.2.1]hept-5-ene-2-carboxamide). The reactants are [C-]#N, CS(C)=O, CCC(Cl)CCC#CCOC1CCCCO1, [Na+], O. The product is CCC(C#N)CCC#CCOC1CCCCO1. RXN SMILES: [C-:17]#[N:18].[CH3:21][S:22]([CH3:23])=[O:24].[Cl:1][CH:2]([CH2:3][CH2:4][C:5]#[C:6][CH2:7][O:8][CH:9]1[O:10][CH2:11][CH2:12][CH2:13][CH2:14]1)[CH2:15][CH3:16].[Na+:19].[OH2:20]>>[CH:2]([CH2:3][CH2:4][C:5]#[C:6][CH2:7][O:8][CH:9]1[O:10][CH2:11][CH2:12][CH2:13][CH2:14]1)([CH2:15][CH3:16])[C:17]#[N:18]. Reactants: COC1=CC=C(COC2=CC(=NC3=CC=C(C=C23)C(F)(F)F)C#N)C=C1 (4-((4-methoxybenzyl)oxy)-6-(trifluoromethyl)quinoline-2-carbonitrile), C(=O)(C(F)(F)F)O (TFA). The solvent is C(Cl)Cl (DCM). Yields the product OC1=CC(=NC2=CC=C(C=C12)C(F)(F)F)C#N (4-hydroxy-6-(trifluoromethyl)quinoline-2-carbonitrile). As a reaction SMILES: COC1C=CC(C[O:8][C:9]2[C:18]3[C:13](=[CH:14][CH:15]=[C:16]([C:19]([F:22])([F:21])[F:20])[CH:17]=3)[N:12]=[C:11]([C:23]#[N:24])[CH:10]=2)=CC=1.C(O)(C(F)(F)F)=O>C(Cl)Cl>[OH:8][C:9]1[C:18]2[C:13](=[CH:14][CH:15]=[C:16]([C:19]([F:22])([F:20])[F:21])[CH:17]=2)[N:12]=[C:11]([C:23]#[N:24])[CH:10]=1. Reported procedure: A solution of 4-((4-methoxybenzyl)oxy)-6-(trifluoromethyl)quinoline-2-carbonitrile (5 g, 14 mmol) from above step C, in 15 mL DCM and 45 mL TFA was stirred for 2 h. Solvent was removed under vacuum and the residue was evaporated form toluene twice. The residue was dried under high vacuum. The resulting yellow solid was triturated with hot toluene, filtered and washed with ether to provide the title compound as a white solid. Conditions: time 1 hour. The product is O[C@H]1C[C@@H](N(C1)CCC1=CC=C(C=C1)OC)CN1C2=C(OCC3=C1C=CC=C3)C=CC=C2 ((+)-5-[[(2R,4S)-4-hydroxy-1-(4-methoxyphenethyl)pyrrolidin-2-yl]methyl]-5,11-dihydrodibenzo[b,e][1,4]oxazepine). Solvent: CCOCC (ether), CO (methanol). As a reaction SMILES: C([O:9][C@@H:10]1[CH2:14][N:13]([CH2:15][CH2:16][C:17]2[CH:22]=[CH:21][C:20]([O:23][CH3:24])=[CH:19][CH:18]=2)[C@@H:12]([CH2:25][N:26]2[C:32]3[CH:33]=[CH:34][CH:35]=[CH:36][C:31]=3[CH2:30][O:29][C:28]3[CH:37]=[CH:38][CH:39]=[CH:40][C:27]2=3)[CH2:11]1)(=O)C1C=CC=CC=1.[OH-].[Na+]>CCOCC.CO>[OH:9][C@@H:10]1[CH2:14][N:13]([CH2:15][CH2:16][C:17]2[CH:22]=[CH:21][C:20]([O:23][CH3:24])=[CH:19][CH:18]=2)[C@@H:12]([CH2:25][N:26]2[C:32]3[CH:33]=[CH:34][CH:35]=[CH:36][C:31]=3[CH2:30][O:29][C:28]3[CH:37]=[CH:38][CH:39]=[CH:40][C:27]2=3)[CH2:11]1 |f:1.2|. The yield is 96.9%. Reactants: C(C1=CC=CC=C1)(=O)O[C@H]1C[C@@H](N(C1)CCC1=CC=C(C=C1)OC)CN1C2=C(OCC3=C1C=CC=C3)C=CC=C2 ((+)-5-[[(2R,4S)-4-benzoyloxy-1-(4-methoxyphenethyl)pyrrolidin-2-yl]methyl]-5,11-dihydrodibenzo[b,e][1,4]oxazepine), [OH-].[Na+] (NaOH). Procedure details: To 870 mg (1.63 mmol) of (+)-5-[[(2R,4S)-4-benzoyloxy-1-(4-methoxyphenethyl)pyrrolidin-2-yl]methyl]-5,11-dihydrodibenzo[b,e][1,4]oxazepine in 15 ml of ether was added 460 mg (11.4 mmol) of NaOH in methanol (60 ml) and the mixture was stirred at room temperature for 1 hour. The mixture was concentrated in vacuo, then water was added to the residue and the products were extracted with ether. The organic layer was washed with saturated aqueous sodium chloride, dried over anhydrous sodium sulfate, a...